Dataset: the Open Reaction Database (ORD), a public repository of structured organic reaction records. Task: describe an organic reaction: reactants, conditions, products, and yield Reactants: N1CCC(CC1)NC(OC(C)(C)C)=O (tert-butyl piperidin-4-ylcarbamate), FCC(=O)OCC (ethyl fluoroacetate). Solvent: C(C(F)(F)F)O (trifluoroethanol). Product: FCC(=O)N1CCC(CC1)NC(OC(C)(C)C)=O (tert-butyl [1-(fluoroacetyl)piperidin-4-yl]carbamate). Isolated yield 53.1%. Reaction SMILES: [NH:1]1[CH2:6][CH2:5][CH:4]([NH:7][C:8](=[O:14])[O:9][C:10]([CH3:13])([CH3:12])[CH3:11])[CH2:3][CH2:2]1.[F:15][CH2:16][C:17](OCC)=[O:18]>C(O)C(F)(F)F>[F:15][CH2:16][C:17]([N:1]1[CH2:2][CH2:3][CH:4]([NH:7][C:8](=[O:14])[O:9][C:10]([CH3:11])([CH3:13])[CH3:12])[CH2:5][CH2:6]1)=[O:18]. Procedure details: A solution of 500 mg of tert-butyl piperidin-4-ylcarbamate and 345 mg of ethyl fluoroacetate in 1 ml of trifluoroethanol was heated under reflux for 8 hours. The reaction mixture was concentrated under reduced pressure, and 1 M hydrochloric acid was added to the resulting residue. Then, this was extracted with EtOAc, and the organic layer was washed with aqueous saturated sodium hydrogencarbonate and brine. This was then dried over anhydrous magnesium sulfate, and the solvent was removed under r... The reactants are CO, NCC(F)(F)F, Cc1n[nH]c(N)c1-c1nc2ccc(S(=O)(=O)Cl)cc2s1. Product: Cc1n[nH]c(N)c1-c1nc2ccc(S(=O)(=O)NCC(F)(F)F)cc2s1. RXN SMILES: [CH3:27][OH:28].[F:21][C:22]([CH2:23][NH2:24])([F:25])[F:26].[NH2:1][c:2]1[c:3](-[c:8]2[s:9][c:10]3[c:11]([n:12]2)[cH:13][cH:14][c:15]([S:17](=[O:18])(=[O:19])[Cl:20])[cH:16]3)[c:4]([CH3:7])[n:5][nH:6]1>>[NH2:1][c:2]1[c:3](-[c:8]2[s:9][c:10]3[c:11]([n:12]2)[cH:13][cH:14][c:15]([S:17](=[O:18])(=[O:19])[NH:24][CH2:23][C:22]([F:21])([F:25])[F:26])[cH:16]3)[c:4]([CH3:7])[n:5][nH:6]1. Reaction conditions: time 18 hour. Run in CO.O (methanol water). The reactants are C1(CCCC1)OC=1C=C(C=CC1OC)C1(CC(CCC1)=O)C#CC1=CC(=CC=C1)NC(C(F)(F)F)=O (3-(3-cyclopentyloxy-4- methoxyphenyl)-3-(3-trifluoroacetamidophenylethynyl)cyclohexan-1-one), C([O-])([O-])=O.[K+].[K+] (potassium carbonate). RXN SMILES: [CH:1]1([O:6][C:7]2[CH:8]=[C:9]([C:15]3([C:22]#[C:23][C:24]4[CH:29]=[CH:28][CH:27]=[C:26]([NH:30]C(=O)C(F)(F)F)[CH:25]=4)[CH2:20][CH2:19][CH2:18][C:17](=[O:21])[CH2:16]3)[CH:10]=[CH:11][C:12]=2[O:13][CH3:14])[CH2:5][CH2:4][CH2:3][CH2:2]1.C(=O)([O-])[O-].[K+].[K+]>CO.O>[NH2:30][C:26]1[CH:25]=[C:24]([C:23]#[C:22][C:15]2([C:9]3[CH:10]=[CH:11][C:12]([O:13][CH3:14])=[C:7]([O:6][CH:1]4[CH2:5][CH2:4][CH2:3][CH2:2]4)[CH:8]=3)[CH2:20][CH2:19][CH2:18][C:17](=[O:21])[CH2:16]2)[CH:29]=[CH:28][CH:27]=1 |f:1.2.3,4.5|. Procedure details: To a solution of 3-(3-cyclopentyloxy-4- methoxyphenyl)-3-(3-trifluoroacetamidophenylethynyl)cyclohexan-1-one (0.62 g, 1.24 mmol) in 95:5 methanol/water (10 mL) under an argon atmosphere was added potassium carbonate (0.86 g, 6.2 mmol). The mixture was refluxed for 6 h and was stirred for 18 h at room temperature. The solid precipitate was collected and purified by trituration from ethyl acetate/hexanes to provide the title compound as a white solid (0.39 g, 77%), m.p. 100°-102° C. Isolated yield 77.9%. Product: NC=1C=C(C=CC1)C#CC1(CC(CCC1)=O)C1=CC(=C(C=C1)OC)OC1CCCC1 (3-(3-aminophenylethynyl)-3-(3-cyclopentyloxy-4methoxyphenyl)cyclohexan-1-one). Reactants: O1CCN(CC1)C1=CC=C(NC2=C(C(=O)OC(C)(C)C)C=CC(=C2)CCC2=CC=CC=C2)C=C1 (tert-butyl 2-(4-morpholinoanilino)-4-phenethylbenzoate). Solvent: FC(C(=O)O)(F)F (Trifluoroacetic acid). Run at time 2 hour. Yields the product O1CCN(CC1)C1=CC=C(NC2=C(C(=O)O)C=CC(=C2)CCC2=CC=CC=C2)C=C1 (2-(4-morpholinoanilino)-4-phenethylbenzoic acid). RXN SMILES: [O:1]1[CH2:6][CH2:5][N:4]([C:7]2[CH:34]=[CH:33][C:10]([NH:11][C:12]3[CH:24]=[C:23]([CH2:25][CH2:26][C:27]4[CH:32]=[CH:31][CH:30]=[CH:29][CH:28]=4)[CH:22]=[CH:21][C:13]=3[C:14]([O:16]C(C)(C)C)=[O:15])=[CH:9][CH:8]=2)[CH2:3][CH2:2]1>FC(F)(F)C(O)=O>[O:1]1[CH2:6][CH2:5][N:4]([C:7]2[CH:8]=[CH:9][C:10]([NH:11][C:12]3[CH:24]=[C:23]([CH2:25][CH2:26][C:27]4[CH:28]=[CH:29][CH:30]=[CH:31][CH:32]=4)[CH:22]=[CH:21][C:13]=3[C:14]([OH:16])=[O:15])=[CH:33][CH:34]=2)[CH2:3][CH2:2]1. Procedure details: Trifluoroacetic acid 10 mL was added to the obtained tert-butyl 2-(4-morpholinoanilino)-4-phenethylbenzoate, and it was stirred at room temperature for 2 hours. The solvent was removed under reduced pressure, and the obtained residue was refined by reversed-phase silica gel column chromatography [eluent; 45-80% acetonitrile/0.1% trifluoroacetic acid aqueous solution] to give 2-(4-morpholinoanilino)-4-phenethylbenzoic acid 11 mg of a white solid. Starting materials: NC1=C(C(=O)NC)C=C(C=C1)F (2-amino-5-fluoro-N-methylbenzamide), FC=1C=C(CP(OCC)(OCC)=O)C=C(C1[N+](=O)[O-])OC (Diethyl (3-fluoro-5-methoxy-4-nitrobenzyl)phosphonate), FC=1C=C(CP(OCC)(OCC)=O)C=C(C1[N+](=O)[O-])OC (Diethyl (3-fluoro-5-methoxy-4-nitrobenzyl)phosphonate). The product is NC1=C(C=C(CP(OCC)(OCC)=O)C=C1OC)F (Diethyl (4-amino-3-fluoro-5-methoxybenzyl)phosphonate). As a reaction SMILES: NC1C=CC(F)=CC=1C(NC)=O.[F:13][C:14]1[CH:15]=[C:16]([CH:26]=[C:27]([O:32][CH3:33])[C:28]=1[N+:29]([O-])=O)[CH2:17][P:18](=[O:25])([O:22][CH2:23][CH3:24])[O:19][CH2:20][CH3:21]>>[NH2:29][C:28]1[C:27]([O:32][CH3:33])=[CH:26][C:16]([CH2:17][P:18](=[O:25])([O:22][CH2:23][CH3:24])[O:19][CH2:20][CH3:21])=[CH:15][C:14]=1[F:13]. Procedure details: The title compound was prepared using the procedure from Compound 102A (2-Amino-5-fluoro-N-methylbenzamide) with Diethyl (3-fluoro-5-methoxy-4-nitrobenzyl)phosphonate (Compound 146B). 1H NMR (CDCl3, 400 MHz): δ=1.27 (t, J=7.07 Hz, 6 H), 2.99-3.08 (m, 2H), 3.87 (s, 3 H), 4.00-4.06 (m, 4 H), 6.59 (s, 1 H), 6.63 (dt, J=10.74, 2.21 Hz, 1 H). MS (ES+): m/z 292.06 [MH+] (TOF, polar). The reactants are [BH4-].[Na+] (Sodium borohydride), BrC1=C(C=O)C=C(C(=C1)OC)OCOCC[Si](C)(C)C (2-bromo-4-methoxy-5-(2-trimethylsilanyl-ethoxymethoxy)-benzaldehyde), BrC1=C(C(=C(C=C1)O)OC)C=O (4-bromo-3-formyl-2-methoxy-phenol), BrC1=CC(=C(OCOCC[Si](C)(C)C)C=C1COCC)OC ([2-(4-Bromo-5-ethoxymethyl-2-methoxy-phenoxymethoxy)-ethyl]-trimethyl-silane). The solvent is CO (MeOH), O (H2O). Run at time 30 minute. The product is BrC1=C(C=O)C=C(C(=C1)OC)OCOCC[Si](C)(C)C (2-Bromo-4-methoxy-5-(2-trimethylsilanyl-ethoxymethoxy)-benzaldehyde), BrC1=C(C=C(C(=C1)OC)OCOCC[Si](C)(C)C)CO ([2-bromo-4-methoxy-5-(2-trimethylsilanyl-ethoxymethoxy)-phenyl]-methanol). Isolated yield 79.0%. Reaction SMILES: BrC1C=CC(O)=C(OC)C=1C=O.[Br:13][C:14]1[C:28]([CH2:29][O:30]CC)=[CH:27][C:17]([O:18][CH2:19][O:20][CH2:21][CH2:22][Si:23]([CH3:26])([CH3:25])[CH3:24])=[C:16]([O:33][CH3:34])[CH:15]=1.[BH4-].[Na+].[Br:37][C:38]1[CH:45]=[C:44]([O:46][CH3:47])[C:43]([O:48][CH2:49][O:50][CH2:51][CH2:52][Si:53]([CH3:56])([CH3:55])[CH3:54])=[CH:42][C:39]=1[CH:40]=[O:41]>CO.O>[Br:13][C:14]1[CH:15]=[C:16]([O:33][CH3:34])[C:17]([O:18][CH2:19][O:20][CH2:21][CH2:22][Si:23]([CH3:24])([CH3:26])[CH3:25])=[CH:27][C:28]=1[CH:29]=[O:30].[Br:37][C:38]1[CH:45]=[C:44]([O:46][CH3:47])[C:43]([O:48][CH2:49][O:50][CH2:51][CH2:52][Si:53]([CH3:55])([CH3:54])[CH3:56])=[CH:42][C:39]=1[CH2:40][OH:41] |f:2.3|. Procedure: The starting material was prepared as follows: 2-Bromo-4-methoxy-5-(2-trimethylsilanyl-ethoxymethoxy)-benzaldehyde was prepared in 79% yield by the substitution of 4-bromo-3-formyl-2-methoxy-phenol (Hazlet et. al., J. Org. Chem., 27, 3253-55 (1962)) in the procedure described in Example 24(a), step(vi). 1H NMR (300 MHz, CDCl3)δ 10.16(s, 1H), 7.68 (s, 1H), 7.07 (s, 1H), 5.28 (s, 2H), 3.94 (s, 3H), 3.77 (t, 2H, J=8.4 Hz), 0.94 (t, 2H, J=8.4 Hz), −0.03 (s, 9H). Preparation of [2-(4-Bromo-5-ethoxyme... Starting materials: ClC=1C=C(C=CC1C(F)(F)F)CC(=O)O (3-chloro-4-trifluoromethylphenylacetic acid), FC1=CC=C(C=C1)N1N=CC=2NCCCC21 (1-(4-fluorophenyl)-4,5,6,7-tetrahydro-1H-pyrazolo[4,3-b]pyridine). The product is ClC=1C=C(C=CC1C(F)(F)F)CC(=O)N1C2=C(CCC1)N(N=C2)C2=CC=C(C=C2)F (2-(3-chloro-4-(trifluoromethyl)phenyl)-1-(1-(4-fluorophenyl)-6,7-dihydro-1H-pyrazolo[4,3-b]pyridin-4(5H)-yl)ethanone). Isolated yield 52.0%. RXN SMILES: [Cl:1][C:2]1[CH:3]=[C:4]([CH2:12][C:13]([OH:15])=O)[CH:5]=[CH:6][C:7]=1[C:8]([F:11])([F:10])[F:9].[F:16][C:17]1[CH:22]=[CH:21][C:20]([N:23]2[C:31]3[CH2:30][CH2:29][CH2:28][NH:27][C:26]=3[CH:25]=[N:24]2)=[CH:19][CH:18]=1>>[Cl:1][C:2]1[CH:3]=[C:4]([CH2:12][C:13]([N:27]2[CH2:28][CH2:29][CH2:30][C:31]3[N:23]([C:20]4[CH:21]=[CH:22][C:17]([F:16])=[CH:18][CH:19]=4)[N:24]=[CH:25][C:26]2=3)=[O:15])[CH:5]=[CH:6][C:7]=1[C:8]([F:9])([F:10])[F:11]. Reported procedure: The compound was from prepared from 3-chloro-4-trifluoromethylphenylacetic acid and 1-(4-fluorophenyl)-4,5,6,7-tetrahydro-1H-pyrazolo[4,3-b]pyridine using General Method B. The product mixture was washed with brine and 2×1 M NaHSO4. The reaction slurry was purified by flash chromatography (SiO2, 24 g column, eluting with 5-60% EtOAc in hexanes) to provide 68 mg (52%) of the title compound as a white solid. 1H NMR (400 MHz, CDCl3, mixture of rotamers) δ 8.45 (s, 0.8H), 7.67 (m, 1H), 7.55 (s, 0.2H... Reactants: COC1=C(C(=O)O)C=CC(=C1)OC (2,4-dimethoxybenzoic acid), O=S(Cl)Cl (SOCl2). Run at time 2 hour. Product: COC1=C(C(=O)Cl)C=CC(=C1)OC (2,4-dimethoxybenzoyl chloride). As a reaction SMILES: [CH3:1][O:2][C:3]1[CH:11]=[C:10]([O:12][CH3:13])[CH:9]=[CH:8][C:4]=1[C:5](O)=[O:6].O=S(Cl)[Cl:16]>>[CH3:1][O:2][C:3]1[CH:11]=[C:10]([O:12][CH3:13])[CH:9]=[CH:8][C:4]=1[C:5]([Cl:16])=[O:6]. Reported procedure: A solution of 2,4-dimethoxybenzoic acid (0.25 g, 1.4 mmol) in 5 mL of SOCl2 was warmed to reflux and was allowed to stir for 2 hours. The mixture was cooled to ambient temperature and concentrated under reduced pressure. The crude material was diluted with 5 mL of toluene and concentrated under reduced pressure. This dilution with toluene and concentration was repeated two additional times to give the crude title compound which was used without additional purification or characterization.